describe an organic reaction: reactants, conditions, products, and yield From a dataset of the Open Reaction Database (ORD), a public repository of structured organic reaction records. Reactants: CN1CCNCC1, ClC(Cl)Cl, Cc1c(Cl)cc2nc(S)oc2c1C. Product: Cc1c(Cl)cc2nc(N3CCN(C)CC3)oc2c1C. As a reaction SMILES: [CH3:14][N:15]1[CH2:16][CH2:17][NH:18][CH2:19][CH2:20]1.[CH:21]([Cl:22])([Cl:23])[Cl:24].[Cl:1][c:2]1[c:3]([CH3:13])[c:4]([CH3:12])[c:5]2[c:6]([n:7][c:8]([SH:10])[o:9]2)[cH:11]1>>[Cl:1][c:2]1[c:3]([CH3:13])[c:4]([CH3:12])[c:5]2[c:6]([n:7][c:8]([N:18]3[CH2:17][CH2:16][N:15]([CH3:14])[CH2:20][CH2:19]3)[o:9]2)[cH:11]1. The reactants are CS(=O)(=O)C1=NC=C(C=C1)I (2-methanesulfonyl-5-iodo-pyridine), CC1=C(N=C(O1)C1=CC=C(C=C1)B1OC(C(O1)(C)C)(C)C)CCO (2-{5-Methyl-2-[4-(4,4,5,5-tetramethyl-[1,3,2]dioxaborolan-2-yl)phenyl]-oxazol-4-yl }-ethanol), BrC=1C=NC(=NC1)I (5-bromo-2-iodo-pyrimidine), BrC1=CC=C(C=C1)C=1OC(=C(N1)CCOS(=O)(=O)C)C (Methanesulfonic acid 2-[2-(4-bromo-phenyl)-5-methyl-oxazol-4-yl]-ethyl ester), CC1=C(N=C(O1)C1=CC=C(C=C1)B1OC(C(O1)(C)C)(C)C)CCO (2-{5-Methyl-2-[4-(4,4,5,5-tetramethyl-[1,3,2]dioxaborolan-2-yl)phenyl]-oxazol-4-yl }-ethanol). Product: CS(=O)(=O)C=1C=NC(=NC1)C1=CC=C(C=C1)C=1OC(=C(N1)CCN1C(CCC1)C)C (5-Methanesulfonyl-2-(4-{5-methyl-4-[2-(2-methyl-pyrrolidin-1-yl)-ethyl]-oxazol-2-yl}-phenyl)-pyrimidine). RXN SMILES: CS([C:5]1[CH:10]=[CH:9][C:8](I)=[CH:7][N:6]=1)(=O)=O.BrC1C=CC(C2OC(C)=C(CC[O:26][S:27]([CH3:30])(=O)=[O:28])N=2)=CC=1.[CH3:32][C:33]1[O:37][C:36]([C:38]2[CH:43]=[CH:42][C:41](B3OC(C)(C)C(C)(C)O3)=[CH:40][CH:39]=2)=[N:35][C:34]=1[CH2:53][CH2:54]O.Br[C:57]1[CH:58]=[N:59][C:60](I)=[N:61][CH:62]=1>>[CH3:30][S:27]([C:57]1[CH:58]=[N:59][C:60]([C:41]2[CH:40]=[CH:39][C:38]([C:36]3[O:37][C:33]([CH3:32])=[C:34]([CH2:53][CH2:54][N:6]4[CH2:7][CH2:8][CH2:9][CH:10]4[CH3:5])[N:35]=3)=[CH:43][CH:42]=2)=[N:61][CH:62]=1)(=[O:28])=[O:26]. Procedure details: The titled compound is prepared in substantial accordance with the procedures found in Example 4, Intermediate 33, Intermediate 13, and Example 75 using 2-{5-Methyl-2-[4-(4,4,5,5-tetramethyl-[1,3,2]dioxaborolan-2-yl)phenyl]-oxazol-4-yl}-ethanol (see Intermediate 3) and 5-bromo-2-iodo-pyrimidine. MS (m/e): 427.3 (M+1) Starting materials: C(C)(=O)OCC (ethyl acetate), C[C@@H]1C[C@@H]([C@@H]2[C@H](C[C@H]([C@@](O2)(C(=O)C(=O)N3CCCC[C@H]3C(=O)O[C@@H]([C@@H]([C@H](CC(=O)[C@@H](/C=C(/C1)\C)CC=C)O)C)/C(=C/[C@@H]4CC[C@H]([C@@H](C4)OC)O)/C)O)C)OC)OC (FR-900506), C1(CCC(=O)O1)=O (succinic anhydride). Reagents/catalysts: CN(C)C1=CC=NC=C1 (4-(N,N-dimethylamino)pyridine). Solvent: N1=CC=CC=C1 (pyridine). Run at time 18 hour. The product is C(C=C)C1C(CC(C(C(OC(C2CCCCN2C(C(C2(C(CC(C(C(CC(CC(=C1)C)C)OC)O2)OC)C)O)=O)=O)=O)C(=CC2CC(C(CC2)OC(CCC(=O)O)=O)OC)C)C)O)=O (17-allyl-12-[2-[4-(3-carboxypropionyloxy)-3-methoxycyclohexyl]-1-methylvinyl]-1,14-dihydroxy-23,25-dimethoxy-13,19,21,27-tetramethyl-11,28-dioxa-4-azatricyclo[22.3.1.04,9 ]octacos-18-ene-2,3,10,16,-tetraone). Reaction SMILES: [CH3:1][C@H:2]1[CH2:33][C:32]([CH3:34])=[CH:31][C@@H:30]([CH2:35][CH:36]=[CH2:37])[C:28](=[O:29])[CH2:27][C@H:26]([OH:38])[C@@H:25]([CH3:39])[C@@H:24](/[C:40](/[CH3:51])=[CH:41]/[C@H:42]2[CH2:47][C@@H:46]([O:48][CH3:49])[C@H:45]([OH:50])[CH2:44][CH2:43]2)[O:23][C:21](=[O:22])[C@H:20]2[N:15]([CH2:16][CH2:17][CH2:18][CH2:19]2)[C:13](=[O:14])[C:11](=[O:12])[C@:9]2([OH:52])[O:10][C@@H:5]([C@@H:6]([O:54][CH3:55])[CH2:7][C@H:8]2[CH3:53])[C@@H:4]([O:56][CH3:57])[CH2:3]1.[C:58]1(=[O:64])[O:63][C:61](=[O:62])[CH2:60][CH2:59]1.C(OCC)(=O)C>N1C=CC=CC=1.CN(C1C=CN=CC=1)C>[CH2:35]([CH:30]1[CH:31]=[C:32]([CH3:34])[CH2:33][CH:2]([CH3:1])[CH2:3][CH:4]([O:56][CH3:57])[CH:5]2[O:10][C:9]([OH:52])([CH:8]([CH3:53])[CH2:7][CH:6]2[O:54][CH3:55])[C:11](=[O:12])[C:13](=[O:14])[N:15]2[CH:20]([CH2:19][CH2:18][CH2:17][CH2:16]2)[C:21](=[O:22])[O:23][CH:24]([C:40]([CH3:51])=[CH:41][CH:42]2[CH2:43][CH2:44][CH:45]([O:50][C:58](=[O:64])[CH2:59][CH2:60][C:61]([OH:63])=[O:62])[CH:46]([O:48][CH3:49])[CH2:47]2)[CH:25]([CH3:39])[CH:26]([OH:38])[CH2:27][C:28]1=[O:29])[CH:36]=[CH2:37]. Procedure details: To a stirred solution of the FR-900506 substance (248 mg) in pyridine (7 ml) were added succinic anhydride (145 mg) and 4-(N,N-dimethylamino)pyridine (7 mg), and the resulting mixture was stirred at room temperature for 18 hours. The reaction mixture was subjected to chromatography on pressure and the residue was subjected to chromatography on silica gel (20 g) with ethyl acetate to give 17-allyl-12-[2-[4-(3-carboxypropionyloxy)-3-methoxycyclohexyl]-1-methylvinyl]-1,14-dihydroxy-23,25-dimethoxy-...